This data is from the Open Reaction Database (ORD), a public repository of structured organic reaction records. The task is: describe an organic reaction: reactants, conditions, products, and yield The reactants are [H-].[Na+] (sodium hydride), ClC1=NC2=CC=CC=C2C=C1 (2-chloroquinoline), N1C=CC=2C1=NC=CC2 (1H-pyrrolo[2,3-b]pyridine). The solvent is CN(C=O)C (dimethylformamide), CN(C=O)C (dimethylformamide), CN(C=O)C (dimethylformamide). Conditions: temperature 20 celsius, time 30 minute. Yields the product N1=C(C=CC2=CC=CC=C12)N1C=CC=2C1=NC=CC2 (1-(quinolin-2-yl)-1H-pyrrolo[2,3-b]pyridine). The yield is 52.9%. As a reaction SMILES: [H-].[Na+].[NH:3]1[C:7]2=[N:8][CH:9]=[CH:10][CH:11]=[C:6]2[CH:5]=[CH:4]1.Cl[C:13]1[CH:22]=[CH:21][C:20]2[C:15](=[CH:16][CH:17]=[CH:18][CH:19]=2)[N:14]=1>CN(C)C=O>[N:14]1[C:15]2[C:20](=[CH:19][CH:18]=[CH:17][CH:16]=2)[CH:21]=[CH:22][C:13]=1[N:3]1[C:7]2=[N:8][CH:9]=[CH:10][CH:11]=[C:6]2[CH:5]=[CH:4]1 |f:0.1|. Reported procedure: 0.894 g of 60% sodium hydride (37.25 mmol) was added with stirring to 20 cm3 of dimethylformamide under an argon atmosphere at a temperature in the region of 20° C. and then a solution of 4 g (33.86 mmol) of 1H-pyrrolo[2,3-b]pyridine in 20 cm3 of dimethylformamide was gradually added. After stirring at a temperature in the region of 20° C. for 30 minutes, a solution of 5.816 g (35.55 mmol) of 2-chloroquinoline in 20 cm3 of dimethylformamide was added and then the reaction mixture was heated at a... Reactants: ClC1=CC=C(C=C1)C=CCN1C(C(NCC1)=O)=O (1-[3-(4-chloro-phenyl)-allyl]-piperazine-2,3-dione), [H-].[Na+] (NaH), NC1=NC=NC2=CC(=CC=C12)CCl (4-amino-7-chloromethyl-quinazoline). The solvent is CN(C)C=O (DMF). Run at temperature 55 celsius. Yields the product NC1=NC=NC2=CC(=CC=C12)CN1C(C(N(CC1)CC=CC1=CC=C(C=C1)Cl)=O)=O (1-(4-Amino-quinazolin-7-ylmethyl)-4-[3-(4-chloro-phenyl)-allyl]-piperazine-2,3-dione). Isolated yield 43.5%. Reaction SMILES: [Cl:1][C:2]1[CH:7]=[CH:6][C:5]([CH:8]=[CH:9][CH2:10][N:11]2[CH2:16][CH2:15][NH:14][C:13](=[O:17])[C:12]2=[O:18])=[CH:4][CH:3]=1.[H-].[Na+].[NH2:21][C:22]1[C:31]2[C:26](=[CH:27][C:28]([CH2:32]Cl)=[CH:29][CH:30]=2)[N:25]=[CH:24][N:23]=1>CN(C=O)C>[NH2:21][C:22]1[C:31]2[C:26](=[CH:27][C:28]([CH2:32][N:14]3[CH2:15][CH2:16][N:11]([CH2:10][CH:9]=[CH:8][C:5]4[CH:6]=[CH:7][C:2]([Cl:1])=[CH:3][CH:4]=4)[C:12](=[O:18])[C:13]3=[O:17])=[CH:29][CH:30]=2)[N:25]=[CH:24][N:23]=1 |f:1.2|. Procedure: To a solution of 1-[3-(4-chloro-phenyl)-allyl]-piperazine-2,3-dione (60 mg, 0.23 mmol) in 1.5 mL of DMF is added NaH (10 mg of a 60% dispersion in mineral oil, 0.24 mmol). The mixture is heated at 55° C. for 20 min. To the solution is added 4-amino-7-chloromethyl-quinazoline (49 mg, 0.25 mmol), and the resulting mixture is heated at 55° C. for 20 min as a white precipitate is formed. After this time, reaction mixture is quenched with a few drops of H2O and MeOH, then concentrated. The crude prod... Reactants: OCC=1C=CC2=C(N(S(CC2NC(CC(C2=CC=CC=C2)NS(=O)(=O)C2=CC3=CC=CC=C3C=C2)=O)(=O)=O)C)C1 (N-(7-hydroxymethyl-1-methyl-2,2-dioxo-1,2,3,4-tetrahydro-2λ6-benzo[c][1,2]thiazin-4-yl)-3-(naphthalen-2-yl-sulfonylamino)-3-phenyl-propionamide), S(C)(=O)(=O)[O-] (mesylate), N1CCCCC1 (piperidine). The product is C1=C(C=CC2=CC=CC=C12)S(=O)(=O)NC(CC(=O)NC1C2=C(N(S(C1)(=O)=O)C)C=C(C=C2)CN2CCCCC2)C2=CC=CC=C2 (3-(Naphthalen-2-yl-sulfonylamino)-N-(1-methyl-2,2-dioxo-7-piperidin-1-ylmethyl-1,2,3,4-tetrahydro-2λ6-benzo[c][1,2]thiazin-4-yl)-3-phenyl-propionamide). RXN SMILES: O[CH2:2][C:3]1[CH:4]=[CH:5][C:6]2[CH:11]([NH:12][C:13](=[O:36])[CH2:14][CH:15]([NH:22][S:23]([C:26]3[CH:35]=[CH:34][C:33]4[C:28](=[CH:29][CH:30]=[CH:31][CH:32]=4)[CH:27]=3)(=[O:25])=[O:24])[C:16]3[CH:21]=[CH:20][CH:19]=[CH:18][CH:17]=3)[CH2:10][S:9](=[O:38])(=[O:37])[N:8]([CH3:39])[C:7]=2[CH:40]=1.S([O-])(=O)(=O)C.[NH:46]1[CH2:51][CH2:50][CH2:49][CH2:48][CH2:47]1>>[CH:27]1[C:28]2[C:33](=[CH:32][CH:31]=[CH:30][CH:29]=2)[CH:34]=[CH:35][C:26]=1[S:23]([NH:22][CH:15]([C:16]1[CH:17]=[CH:18][CH:19]=[CH:20][CH:21]=1)[CH2:14][C:13]([NH:12][CH:11]1[CH2:10][S:9](=[O:37])(=[O:38])[N:8]([CH3:39])[C:7]2[CH:40]=[C:3]([CH2:2][N:46]3[CH2:51][CH2:50][CH2:49][CH2:48][CH2:47]3)[CH:4]=[CH:5][C:6]1=2)=[O:36])(=[O:25])=[O:24]. Reported procedure: The title compound was prepared from N-(7-hydroxymethyl-1-methyl-2,2-dioxo-1,2,3,4-tetrahydro-2λ6-benzo[c][1,2]thiazin-4-yl)-3-(naphthalen-2-yl-sulfonylamino)-3-phenyl-propionamide (Example 12, Step D) via its mesylate and addition of piperidine by a method similar to that described in Example 12, Step E. MS (+ESI, m/z): 647 (M+H)+. The reactants are S1C(=NCC1)N1C(=NC2=C1C=C(C=C2)C(C2=CC=CC=C2)=C)N (1-(thiazolin-2-yl)-2-amino-6-(α-methylenebenzyl)benzimidazole), BrN1C(CCC1=O)=O (N-bromosuccinimide). The solvent is O1CCCC1 (tetrahydrofuran). The product is S1C(=NCC1)N1C(=NC2=C1C=C(C=C2)C(C2=CC=CC=C2)=CBr)N (1-(Thiazolin-2-yl)-2-amino-6-(α-bromomethylenebenzyl)benzimidazole). Yield: 30.0%. RXN SMILES: [S:1]1[CH2:5][CH2:4][N:3]=[C:2]1[N:6]1[C:10]2[CH:11]=[C:12]([C:15](=[CH2:22])[C:16]3[CH:21]=[CH:20][CH:19]=[CH:18][CH:17]=3)[CH:13]=[CH:14][C:9]=2[N:8]=[C:7]1[NH2:23].[Br:24]N1C(=O)CCC1=O>O1CCCC1>[S:1]1[CH2:5][CH2:4][N:3]=[C:2]1[N:6]1[C:10]2[CH:11]=[C:12]([C:15](=[CH:22][Br:24])[C:16]3[CH:21]=[CH:20][CH:19]=[CH:18][CH:17]=3)[CH:13]=[CH:14][C:9]=2[N:8]=[C:7]1[NH2:23]. Procedure details: To a stirred solution of 1.6 g. (5 mM) of 1-(thiazolin-2-yl)-2-amino-6-(α-methylenebenzyl)benzimidazole in 150 ml. of tetrahydrofuran were added in one portion 900 mg. (0.5 mM) of N-bromosuccinimide. The reaction mixture was stirred at room temperature for seventy-two hours, and then was concentrated to a volume of about 10 ml. by evaporation of the solvent under reduced pressure. The reaction mixture was diluted with 20 ml. of water, and the crystalline precipitate that formed was collected by ... Reactants: [K+], NN, [OH-], O, O=C(CCC1CCCNC1)c1ccnc2ccccc12. Product: c1ccc2c(CCCC3CCCNC3)ccnc2c1. RXN SMILES: [K+:25].[NH2:22][NH2:23].[OH-:24].[OH2:21].[n:1]1[cH:2][cH:3][c:4]([C:11]([CH2:12][CH2:13][CH:14]2[CH2:15][NH:16][CH2:17][CH2:18][CH2:19]2)=[O:20])[c:5]2[cH:6][cH:7][cH:8][cH:9][c:10]12>>[n:1]1[cH:2][cH:3][c:4]([CH2:11][CH2:12][CH2:13][CH:14]2[CH2:15][NH:16][CH2:17][CH2:18][CH2:19]2)[c:5]2[cH:6][cH:7][cH:8][cH:9][c:10]12. Starting materials: C, CCOC(C)=O, CCO, O=[N+]([O-])c1ccc(N2CCOCC2)c(F)c1, [H][H], [Pd]. As a reaction SMILES: [C:28].[CH3:17][CH2:18][O:19][C:20]([CH3:21])=[O:22].[CH3:25][CH2:26][OH:27].[F:1][c:2]1[c:3]([N:11]2[CH2:12][CH2:13][O:14][CH2:15][CH2:16]2)[cH:4][cH:5][c:6]([N+:8]([O-:9])=[O:10])[cH:7]1.[H:23][H:24].[Pd:29]>>[F:1][c:2]1[c:3]([N:11]2[CH2:12][CH2:13][O:14][CH2:15][CH2:16]2)[cH:4][cH:5][c:6]([NH2:8])[cH:7]1. Yields the product Nc1ccc(N2CCOCC2)c(F)c1. Reactants: FC1=CC=C(C=C1)C1=C(N(N=N1)C)COC1=CC=C(N=N1)C(=O)O (6-[5-(4-fluoro-phenyl)-3-methyl-3H-[1,2,3]triazol-4-ylmethoxy]-pyridazine-3-carboxylic acid), NN1CCOCC1 (4-aminomorpholine). Product: N1(CCOCC1)NC(=O)C=1N=NC(=CC1)OCC=1N(N=NC1C1=CC=C(C=C1)F)C (6-[5-(4-Fluoro-phenyl)-3-methyl-3H-[1,2,3]triazol-4-ylmethoxy]-pyridazine-3-carboxylic acid morpholin-4-ylamide). The yield is 29.0%. RXN SMILES: [F:1][C:2]1[CH:7]=[CH:6][C:5]([C:8]2[N:12]=[N:11][N:10]([CH3:13])[C:9]=2[CH2:14][O:15][C:16]2[N:21]=[N:20][C:19]([C:22]([OH:24])=O)=[CH:18][CH:17]=2)=[CH:4][CH:3]=1.[NH2:25][N:26]1[CH2:31][CH2:30][O:29][CH2:28][CH2:27]1>>[N:26]1([NH:25][C:22]([C:19]2[N:20]=[N:21][C:16]([O:15][CH2:14][C:9]3[N:10]([CH3:13])[N:11]=[N:12][C:8]=3[C:5]3[CH:6]=[CH:7][C:2]([F:1])=[CH:3][CH:4]=3)=[CH:17][CH:18]=2)=[O:24])[CH2:31][CH2:30][O:29][CH2:28][CH2:27]1. Procedure details: As described for example 42b, 6-[5-(4-fluoro-phenyl)-3-methyl-3H-[1,2,3]triazol-4-ylmethoxy]-pyridazine-3-carboxylic acid (67 mg, 0.20 mmol) was converted, using 4-aminomorpholine instead of 4-aminotetrahydropyran, to the title compound (25 mg, 29%) which was obtained as a white solid. MS: m/e=414.3 [M+H]+. Starting materials: aqueous solution, [OH-].[Na+] (sodium hydroxide), ClC=1C=CC=2N(N1)C=C(N2)C(C(=O)OC)(C)C (methyl 2-(6-chloroimidazo[1,2-b]pyridazin-2-yl)-2-methylpropionate). Run in O1CCCC1 (tetrahydrofuran). Run at time 3 hour. Yields the product ClC=1C=CC=2N(N1)C=C(N2)C(C(=O)O)(C)C (2-(6-chloroimidazo[1,2-b]pyridazin-2-yl)-2-methylpropionic acid). Isolated yield 80.1%. Reaction SMILES: [Cl:1][C:2]1[CH:3]=[CH:4][C:5]2[N:6]([CH:8]=[C:9]([C:11]([CH3:17])([CH3:16])[C:12]([O:14]C)=[O:13])[N:10]=2)[N:7]=1.[OH-].[Na+]>O1CCCC1>[Cl:1][C:2]1[CH:3]=[CH:4][C:5]2[N:6]([CH:8]=[C:9]([C:11]([CH3:17])([CH3:16])[C:12]([OH:14])=[O:13])[N:10]=2)[N:7]=1 |f:1.2|. Procedure: 1.40 g of methyl 2-(6-chloroimidazo[1,2-b]pyridazin-2-yl)-2-methylpropionate was dissolved in 15 ml of tetrahydrofuran; 9 ml of a 1 N aqueous solution of sodium hydroxide was added, followed by stirring at room temperature for 3 hours. After the mixture was concentrated under reduced pressure, the residue was ajusted to pH 4 by the addition of 1 N hydrochloric acid; the crystal precipitated was collected by filtration to yield 1.06 g of the title compound.